Dataset: the Open Reaction Database (ORD), a public repository of structured organic reaction records. Task: describe an organic reaction: reactants, conditions, products, and yield The reactants are C([O-])([O-])=O.[K+].[K+] (potassium carbonate), ClC=1C=C(N)C=CC1O (3-chloro-4-hydroxyaniline), FC1=C(C#N)C(=CC=C1)F (2,6-difluorobenzonitrile). The solvent is C(C)#N (acetonitrile). Product: NC1=CC(=C(OC2=C(C#N)C(=CC=C2)F)C=C1)Cl (2-(4-Amino-2-chlorophenoxy)-6-fluorobenzonitrile). As a reaction SMILES: F[C:2]1[CH:9]=[CH:8][CH:7]=[C:6]([F:10])[C:3]=1[C:4]#[N:5].C(=O)([O-])[O-].[K+].[K+].[Cl:17][C:18]1[CH:19]=[C:20]([CH:22]=[CH:23][C:24]=1[OH:25])[NH2:21]>C(#N)C>[NH2:21][C:20]1[CH:22]=[CH:23][C:24]([O:25][C:2]2[CH:9]=[CH:8][CH:7]=[C:6]([F:10])[C:3]=2[C:4]#[N:5])=[C:18]([Cl:17])[CH:19]=1 |f:1.2.3|. Reported procedure: 1.00 g (7.19 mmol) of 2,6-difluorobenzonitrile is initially charged in 10 ml of acetonitrile. 1.99 g (14.4 mmol) of potassium carbonate and 1.03 g (7.19 mmol) of 3-chloro-4-hydroxyaniline are added, and the mixture is heated at reflux for 45 min. The mixture is filtered and the filtercake is washed with ethyl acetate and DCM. The solvent is removed under reduced pressure and the residue is by column chromatography (silica gel 60, gradient column: mobile phase: DCM:petroleum ether=2:1, then DCM). Reactants: ClC1=C2N=CN(C2=NC(=N1)NC=O)OCCCOCP(=O)(OCC)OCC (6-Chloro-9-[3-(diethoxyphosphorylmethoxy)propoxy]-2-formamidopurine), C(=O)O (formic acid). Reaction conditions: temperature 25 celsius, time 1 hour. Product: C(C)OP(=O)(OCC)COCCCON1C=2N=C(NC(C2N=C1)=O)N (9-[3-(diethoxyphosphorylmethoxy)propoxy]guanine). The yield is 52.0%. As a reaction SMILES: Cl[C:2]1[N:10]=[C:9]([NH:11]C=O)[N:8]=[C:7]2[C:3]=1[N:4]=[CH:5][N:6]2[O:14][CH2:15][CH2:16][CH2:17][O:18][CH2:19][P:20]([O:25][CH2:26][CH3:27])([O:22][CH2:23][CH3:24])=[O:21].C(O)=[O:29]>>[CH2:23]([O:22][P:20]([CH2:19][O:18][CH2:17][CH2:16][CH2:15][O:14][N:6]1[CH:5]=[N:4][C:3]2[C:2](=[O:29])[NH:10][C:9]([NH2:11])=[N:8][C:7]1=2)([O:25][CH2:26][CH3:27])=[O:21])[CH3:24]. Procedure: 6-Chloro-9-[3-(diethoxyphosphorylmethoxy)propoxy]-2-formamidopurine (1.5 g, 3.56 mmol) was heated at 100° C. for 2 h in 80% formic acid (15 ml) then evaporated under reduced pressure. The residue was taken up in methanol (15 ml) and 0.88 ammonia (15 ml) and stirred at 25° C. for 1 h then evaporated to dryness. Precipitation from hot water afforded 9-[3-(diethoxyphosphorylmethoxy)propoxy]guanine (0.69 g, 52%) as a pale yellow solid; νmax 3335, 1694, 1475, 1390, 1249, 1026 cm-1 ; δH [(CD3)2SO] 1.2... Starting materials: BrC=1C=CC2=C(C(C3=C(CC2)C=CC=C3)=O)C1 (3-bromo-10,11-dihydro-5H-dibenzo[a,d]cyclohepten-5-one), Cl (hydrochloric acid), [Cu](C#N)C#N (copper cyanide), CN(C=O)C (dimethylformamide). Reagents/catalysts: [Fe](Cl)(Cl)Cl (iron trichloride). Solvent: O (water). Reaction conditions: time 6 hour. Product: C(#N)C=1C=CC2=C(C(C3=C(CC2)C=CC=C3)=O)C1 (3-cyano-10,11-dihydro-5H-dibenzo[a,d]cyclohepten-5-one). RXN SMILES: Br[C:2]1[CH:3]=[CH:4][C:5]2[CH2:11][CH2:10][C:9]3[CH:12]=[CH:13][CH:14]=[CH:15][C:8]=3[C:7](=[O:16])[C:6]=2[CH:17]=1.[Cu](C#N)[C:19]#[N:20].CN(C)C=O.Cl>[Fe](Cl)(Cl)Cl.O>[C:19]([C:2]1[CH:3]=[CH:4][C:5]2[CH2:11][CH2:10][C:9]3[CH:12]=[CH:13][CH:14]=[CH:15][C:8]=3[C:7](=[O:16])[C:6]=2[CH:17]=1)#[N:20]. Procedure: 7.2 g. of 3-bromo-10,11-dihydro-5H-dibenzo[a,d]cyclohepten-5-one, together with 2.7 g. of copper cyanide and 10 ml. of dimethylformamide, are heated to boiling under reflux conditions for 6 hours. The resulting hot solution is poured into a solution containing 10 g. of iron trichloride in 15 ml. of water and 3 ml. of concentrated hydrochloric acid, stirred at 70° C. for 20 minutes and extracted with toluene. The toluene extract is washed first with 3N hydrochloric acid and then with 3N caustic s... Starting materials: OCC(C(=O)O)(C)CO (2,2-bis(hydroxymethyl)propionic acid), CN(C)C (trimethylamine), C(C=C)(=O)Cl (acryloylchloride). Run in C(Cl)(Cl)Cl (chloroform), C(Cl)(Cl)Cl (chloroform). Run at time 2 hour. Product: C(C=C)(=O)OCC(C(=O)O)(C)COC(C=C)=O (2,2-bis(acryloyloxymethyl)propionic acid). RXN SMILES: [OH:1][CH2:2][C:3]([CH2:8][OH:9])([CH3:7])[C:4]([OH:6])=[O:5].CN(C)C.[C:14](Cl)(=[O:17])[CH:15]=[CH2:16]>C(Cl)(Cl)Cl>[C:14]([O:1][CH2:2][C:3]([CH2:8][O:9][C:2](=[O:1])[CH:3]=[CH2:4])([CH3:7])[C:4]([OH:6])=[O:5])(=[O:17])[CH:15]=[CH2:16]. Reported procedure: Into a reactor equipped with a stirrer, a thermometer a gas introducing tube and a dropping funnel, 201 g (1.5 mol) of 2,2-bis(hydroxymethyl)propionic acid, 304 g (3.0 mol) of trimethylamine and 600 ml of chloroform were charged. Under ice cooling, 406 g (4.5 mol) of acryloylchloride were dissolved in 400 ml of chloroform, and the resulting solution was added dropwise to the reaction liquid from the dropping funnel while the temperature of the reaction liquid was kept below 5° C. After the compl... The reactants are C(C)(C)(C)N1SC(C(=C1)CCCC)=N (2-tert-butyl-4-butylisothiazol-5(2H)-imine), ClC1=C(C=CC(=C1)F)C1(CCCCC1)C(=O)O ((2-chloro-4-fluorophenyl)cyclohexanecarboxylic acid). Product: C(CCC)C/1=CN(S\C1=N/C(=O)C1(CCCCC1)C1=C(C=C(C=C1)F)Cl)C(C)(C)C (N-[(5Z)-4-butyl-2-tert-butylisothiazol-5(2H)-ylidene]-1-(2-chloro-4-fluorophenyl)cyclohexanecarboxamide). Reaction SMILES: [C:1]([N:5]1[CH:9]=[C:8]([CH2:10][CH2:11][CH2:12][CH3:13])[C:7](=[NH:14])[S:6]1)([CH3:4])([CH3:3])[CH3:2].[Cl:15][C:16]1[CH:21]=[C:20]([F:22])[CH:19]=[CH:18][C:17]=1[C:23]1([C:29](O)=[O:30])[CH2:28][CH2:27][CH2:26][CH2:25][CH2:24]1>>[CH2:10]([C:8]1=[CH:9][N:5]([C:1]([CH3:4])([CH3:3])[CH3:2])[S:6]/[C:7]/1=[N:14]\[C:29]([C:23]1([C:17]2[CH:18]=[CH:19][C:20]([F:22])=[CH:21][C:16]=2[Cl:15])[CH2:24][CH2:25][CH2:26][CH2:27][CH2:28]1)=[O:30])[CH2:11][CH2:12][CH3:13]. Reported procedure: The product from Example 92B and (2-chloro-4-fluorophenyl)cyclohexanecarboxylic acid (Acros) were processed using the method described in Example 92C to afford the title compound. 1H NMR (DMSO-d6) δ 0.76 (t, J=7.3 Hz, 3H), 1.06-1.18 (m, 2H), 1.33-1.53 (m, 8H), 1.56 (s, 9H), 1.71-1.81 (m, 2H), 1.92-2.00 (m, 2H), 2.34-2.42 (m, 2H), 7.14-7.22 (m, 2H), 7.57 (dd, J=8.6, 6.3 Hz, 1H), 8.46 (s, 1H). MS (ESI+) m/z 451 (M+H)+. Anal. calcd. for C24H32ClFN2OS: C, 63.91; H, 7.15; N, 6.21. Found: C, 64.04; H,... Starting materials: BrB(Br)Br, ClC(Cl)Cl, COc1cc(-c2cnc3nc(C(F)(F)F)cnn23)ccc1F, [Na+], [OH-]. The product is Oc1cc(-c2cnc3nc(C(F)(F)F)cnn23)ccc1F. RXN SMILES: [B:23]([Br:24])([Br:25])[Br:26].[CH:29]([Cl:30])([Cl:31])[Cl:32].[F:1][c:2]1[c:3]([O:21][CH3:22])[cH:4][c:5](-[c:8]2[cH:9][n:10][c:11]3[n:12]2[n:13][cH:14][c:15]([C:17]([F:18])([F:19])[F:20])[n:16]3)[cH:6][cH:7]1.[Na+:28].[OH-:27]>>[F:1][c:2]1[c:3]([OH:21])[cH:4][c:5](-[c:8]2[cH:9][n:10][c:11]3[n:12]2[n:13][cH:14][c:15]([C:17]([F:18])([F:19])[F:20])[n:16]3)[cH:6][cH:7]1. Reactants: Cl (hydrochloric acid), Cl (hydrochloric acid), [Si](C)(C)(C(C)(C)C)OCC=1C=C2CCCN(C2=NC1C(OC)OC)C(=O)NC1=NC=C(C(=C1)NCC(C)(C)O)C#N (6-(((tert-butyldimethylsilyl)oxy)methyl)-N-(5-cyano-4-((2-hydroxy-2-methylpropyl)amino)pyridin-2-yl)-7-(dimethoxymethyl)-3,4-dihydro-1,8-naphthyridine-1(2H)-carboxamide), [Si](C)(C)(C(C)(C)C)OCC=1C=C2CCCN(C2=NC1C(OC)OC)C(=O)NC1=NC=C(C(=C1)NCC(C)(C)O)C#N (6-(((tert-butyldimethylsilyl)oxy)methyl)-N-(5-cyano-4-((2-hydroxy-2-methylpropyl)amino)pyridin-2-yl)-7-(dimethoxymethyl)-3,4-dihydro-1,8-naphthyridine-1(2H)-carboxamide), C(=O)(O)[O-].[Na+] (NaHCO3). Run in C1CCOC1 (THF), O (water). Reaction conditions: time 4.5 hour. The product is C(#N)C=1C(=CC(=NC1)NC(=O)N1CCCC2=CC(=C(N=C12)C=O)CO)NCC(C)(C)O (N-(5-cyano-4-((2-hydroxy-2-methylpropyl)amino)pyridin-2-yl)-7-formyl-6-(hydroxymethyl)-3,4-dihydro-1,8-naphthyridine-1(2H)-carboxamide). Reaction SMILES: Cl.[Si]([O:9][CH2:10][C:11]1[CH:12]=[C:13]2[C:18](=[N:19][C:20]=1[CH:21](OC)[O:22]C)[N:17]([C:26]([NH:28][C:29]1[CH:34]=[C:33]([NH:35][CH2:36][C:37]([OH:40])([CH3:39])[CH3:38])[C:32]([C:41]#[N:42])=[CH:31][N:30]=1)=[O:27])[CH2:16][CH2:15][CH2:14]2)(C(C)(C)C)(C)C.C([O-])(O)=O.[Na+]>C1COCC1.O>[C:41]([C:32]1[C:33]([NH:35][CH2:36][C:37]([OH:40])([CH3:38])[CH3:39])=[CH:34][C:29]([NH:28][C:26]([N:17]2[C:18]3[C:13](=[CH:12][C:11]([CH2:10][OH:9])=[C:20]([CH:21]=[O:22])[N:19]=3)[CH2:14][CH2:15][CH2:16]2)=[O:27])=[N:30][CH:31]=1)#[N:42] |f:2.3|. Procedure: Concentrated hydrochloric acid (0.17 ml) was added to a solution of 6-(((tert-butyldimethylsilyl)oxy)methyl)-N-(5-cyano-4-((2-hydroxy-2-methylpropyl)amino)pyridin-2-yl)-7-(dimethoxymethyl)-3,4-dihydro-1,8-naphthyridine-1(2H)-carboxamide (intermediate 78C, 30 mg, 0.051 mmol) in THF (1 ml) and water (0.5 ml) at room temperature. After stirring for 1 h at room temperature additional concentrated hydrochloric acid (0.17 ml) was added and stirring continued for a further 4.5 h. Saturated aqueous NaHC...